Dataset: the Open Reaction Database (ORD), a public repository of structured organic reaction records. Task: describe an organic reaction: reactants, conditions, products, and yield The reactants are O (water), N1C(C2(CC1=O)CC=1N(C3=CC=CC=C3C1)CC2)=O (7,9-dihydrospiro[pyrido[1,2-a]indole-8(6H),3'-pyrrolidine]-2',5'-dione), [H-].[Al+3].[Li+].[H-].[H-].[H-] (lithium aluminium hydride). The solvent is C1CCOC1 (THF), C1CCOC1 (THF). Yields the product N1CC2(CC1)CC=1N(C3=CC=CC=C3C1)CC2 (7,9-dihydrospiro[pyrido[1,2-a]indole-8(6H),3'-pyrrolidine]). The yield is 69.7%. Reaction SMILES: [NH:1]1[C:5](=O)[CH2:4][C:3]2([CH2:18][CH2:17][N:9]3[C:10]4[C:15]([CH:16]=[C:8]3[CH2:7]2)=[CH:14][CH:13]=[CH:12][CH:11]=4)[C:2]1=O.[H-].[Al+3].[Li+].[H-].[H-].[H-].O>C1COCC1>[NH:1]1[CH2:5][CH2:4][C:3]2([CH2:18][CH2:17][N:9]3[C:10]4[C:15]([CH:16]=[C:8]3[CH2:7]2)=[CH:14][CH:13]=[CH:12][CH:11]=4)[CH2:2]1 |f:1.2.3.4.5.6|. Procedure details: A solution of 100 mg of 7,9-dihydrospiro[pyrido[1,2-a]indole-8(6H),3'-pyrrolidine]-2',5'-dione in 10 ml of THF was added dropwise to a suspension of 152 mg of lithium aluminium hydride in 20 ml of THF. After completion of the addition the mixture was heated at reflux for 20 hours. 20 ml of water were added to the cooled mixture and the resulting mixture was extracted with diethyl ether. The etheral extracts were washed with water, dried and concentrated. There were obtained 62 mg of 7,9-dihydros... Starting materials: C(C)(=O)C=1C=C(C(=NC1C)OC)N(C(=O)N1CCN(CC1)C1=CC(=CC(=C1)OC)OC)C (1-[N-(5-Acetyl-2-methoxy-6-methylpyridin-3-yl)-N-methylaminocarbonyl]-4-(3,5-dimethoxyphenyl)piperazine), [BH4-].[Na+] (sodium borohydride). Solvent: C(C)O (ethanol). Conditions: time 2 hour. The product is OC(C)C=1C=C(C(=NC1C)OC)N(C(=O)N1CCN(CC1)C1=CC(=CC(=C1)OC)OC)C (1-{N-[5-(1-Hydroxyethyl)-2-methoxy-6-methylpyridin-3-yl]-N-methylaminocarbonyl}-4-(3,5-dimethoxyphenyl)piperazine). Yield: 97.0%. Reaction SMILES: [C:1]([C:4]1[CH:5]=[C:6]([N:13]([CH3:32])[C:14]([N:16]2[CH2:21][CH2:20][N:19]([C:22]3[CH:27]=[C:26]([O:28][CH3:29])[CH:25]=[C:24]([O:30][CH3:31])[CH:23]=3)[CH2:18][CH2:17]2)=[O:15])[C:7]([O:11][CH3:12])=[N:8][C:9]=1[CH3:10])(=[O:3])[CH3:2].[BH4-].[Na+]>C(O)C>[OH:3][CH:1]([C:4]1[CH:5]=[C:6]([N:13]([CH3:32])[C:14]([N:16]2[CH2:21][CH2:20][N:19]([C:22]3[CH:23]=[C:24]([O:30][CH3:31])[CH:25]=[C:26]([O:28][CH3:29])[CH:27]=3)[CH2:18][CH2:17]2)=[O:15])[C:7]([O:11][CH3:12])=[N:8][C:9]=1[CH3:10])[CH3:2] |f:1.2|. Procedure: 1-[N-(5-Acetyl-2-methoxy-6-methylpyridin-3-yl)-N-methylaminocarbonyl]-4-(3,5-dimethoxyphenyl)piperazine(0.47 mmol) was dissolved in anhydrous ethanol(15 ml) and thereto sodium borohydride(17.3 mg) was added, then followed by stirring at room temperature for 2 hrs. The resulting mixture was concentrated under the reduced pressure to remove ethanol and purified by column chromatography(ethylacetate:hexane=2:1) to obtain the titled compound. Starting materials: C(C1=CC=CC=C1)OC(N[C@@H]1CC[C@H](CC1)O)=O (trans-4-Hydroxy-cyclohexylcarbamic acid benzyl ester), [OH-].[Na+] (NaOH), BrCCCCCCBr (1,6-Dibromohexane). The reagents and catalysts are S(=O)(=O)(O)[O-].C(CCC)[N+](CCCC)(CCCC)CCCC (tetrabutyl-ammoniumhydrogensulfate). Solvent: C(Cl)Cl (CH2Cl2). Reaction conditions: time 4 day. Product: C(C1=CC=CC=C1)OC(N[C@@H]1CC[C@H](CC1)OCCCCCCBr)=O (trans-[4-(6-Bromo-hexyloxy)-cyclohexyl]-carbamic acid benzyl ester). The yield is 13.7%. RXN SMILES: [CH2:1]([O:8][C:9](=[O:18])[NH:10][C@H:11]1[CH2:16][CH2:15][C@H:14]([OH:17])[CH2:13][CH2:12]1)[C:2]1[CH:7]=[CH:6][CH:5]=[CH:4][CH:3]=1.[Br:19][CH2:20][CH2:21][CH2:22][CH2:23][CH2:24][CH2:25]Br.[OH-].[Na+]>S([O-])(O)(=O)=O.C([N+](CCCC)(CCCC)CCCC)CCC.C(Cl)Cl>[CH2:1]([O:8][C:9](=[O:18])[NH:10][C@H:11]1[CH2:16][CH2:15][C@H:14]([O:17][CH2:25][CH2:24][CH2:23][CH2:22][CH2:21][CH2:20][Br:19])[CH2:13][CH2:12]1)[C:2]1[CH:3]=[CH:4][CH:5]=[CH:6][CH:7]=1 |f:2.3,4.5|. Procedure: To 15.0 g (60 mmol) trans-4-Hydroxy-cyclohexylcarbamic acid benzyl ester suspended in 183 ml (1.2 mol, 20 eq) 1,6-Dibromohexane, 6.1 g (18 mmol, 0.3 eq) tetrabutyl-ammoniumhydrogensulfate and 183 ml 50% aqueous NaOH were added. The mixture was stirred at RT for 4 days, CH2Cl2 was added and the layers were separated. The inorganic layer was extracted with CH2Cl2, the combined organic layers were washed with brine and dried over Na2SO4. The excess of dibromide was removed in vacuo and the residue ...